This data is from the Open Reaction Database (ORD), a public repository of structured organic reaction records. The task is: describe an organic reaction: reactants, conditions, products, and yield The reactants are N(=NC1=CC=CC=C1)C1=CC=CC=C1 (azobenzene), C1=CC=CC=2C3=CC=CC=C3C(C12)=O (9-fluorenone), [N+](=O)([O-])C1=C(C=CC=C1)N=NC1=C(C=CC(=C1)C(C)(C)C)O (2-nitro-2'-hydroxy-5'-t-butylazobenzene), [OH-].[Na+] (sodium hydroxide), resultant mixture, S(O)(O)(=O)=O (sulfuric acid). Solvent: O (water), O (water), C(C)(CC)O (secondary butanol). Conditions: temperature 65 celsius, time 5 hour. Yields the product OC1=C(C=C(C=C1)C(C)(C)C)N1N=C2C(=[N+]1[O-])C=CC=C2 (2-(2-hydroxy-5-t-butylphenyl)benzotriazole-N-oxide). Yield: 82.3%. RXN SMILES: [N+:1]([C:4]1[CH:9]=[CH:8][CH:7]=[CH:6][C:5]=1[N:10]=[N:11][C:12]1[CH:17]=[C:16]([C:18]([CH3:21])([CH3:20])[CH3:19])[CH:15]=[CH:14][C:13]=1[OH:22])([O-])=[O:2].[OH-].[Na+].C1C2C(=O)C3C(=CC=CC=3)C=2C=CC=1.N(C1C=CC=CC=1)=NC1C=CC=CC=1.S(=O)(=O)(O)O>O.C(O)(CC)C>[OH:22][C:13]1[CH:14]=[CH:15][C:16]([C:18]([CH3:21])([CH3:20])[CH3:19])=[CH:17][C:12]=1[N:11]1[N+:1]([O-:2])=[C:4]2[CH:9]=[CH:8][CH:7]=[CH:6][C:5]2=[N:10]1 |f:1.2|. Procedure details: 2-nitro-2'-hydroxy-5'-t-butylazobenzene 19.9 g was added to a mixture of secondary butanol 80 g, water 14 g and 97% sodium hydroxide 11.2 g, and the resultant mixture was stirred while raising temperature to 65° C. Thereafter, the mixture was cooled to 50° C., and 9-fluorenone 1.5 g was added to the mixture. The reaction mixture was then stirred at 90°~95° C. for five hours to effect reaction, thus almost all of the azobenzene having disappeared. Thereafter, water 50 ml was added to the reaction...